describe an organic reaction: reactants, conditions, products, and yield From a dataset of the Open Reaction Database (ORD), a public repository of structured organic reaction records. Starting materials: C(C=C)(=O)OC (methyl acrylate), N(=O)[O-].[Na+] (sodium nitrite), CC(=O)C.C(=O)=O (acetone dry ice), NC1=CC=C(C=C1)C (p-toluidine), Cl (hydrochloric acid). The reagents and catalysts are [Cu]I (Copper(I) iodide). Run in O (water), CC(=O)C (acetone). Conditions: time 30 minute. The product is COC(C(CC1=CC=C(C=C1)C)Cl)=O (2-chloro-3-p-tolyl-propionic acid methyl ester). RXN SMILES: N([O-])=O.[Na+].CC(C)=O.C(=O)=O.N[C:13]1[CH:18]=[CH:17][C:16]([CH3:19])=[CH:15][CH:14]=1.[ClH:20].[C:21]([O:25][CH3:26])(=[O:24])[CH:22]=[CH2:23]>O.[Cu]I.CC(C)=O>[CH3:26][O:25][C:21](=[O:24])[CH:22]([Cl:20])[CH2:23][C:13]1[CH:18]=[CH:17][C:16]([CH3:19])=[CH:15][CH:14]=1 |f:0.1,2.3|. Reported procedure: A solution of sodium nitrite (16.5 g, 0.24 mol) in 50 ml of water is slowly added to a mechanically stirred, acetone-dry ice cooled suspension of p-toluidine (23.5 g, 0.22 mol), 250 ml of acetone and 50 ml of concentrated hydrochloric acid in such manner, that the reaction temperature does not exceed +5° C. The mixture is stirred for 1 hour at +5° C. and then 100 ml of methyl acrylate are added. The suspension is then warmed to +30° C. Copper(I) iodide (1 g, 5 mmol) is added portionwise over 30 ...